From a dataset of the Open Reaction Database (ORD), a public repository of structured organic reaction records. describe an organic reaction: reactants, conditions, products, and yield Reactants: O=C(O)CS(=O)(=O)Cc1ccc(Br)cc1, O=Cc1ccc(Cl)cc1. Product: O=S(=O)(C=Cc1ccc(Cl)cc1)Cc1ccc(Br)cc1. As a reaction SMILES: [Br:1][c:2]1[cH:3][cH:4][c:5]([CH2:6][S:7](=[O:8])(=[O:9])[CH2:10][C:11]([OH:12])=[O:13])[cH:14][cH:15]1.[Cl:16][c:17]1[cH:18][cH:19][c:20]([CH:21]=[O:22])[cH:23][cH:24]1>>[Br:1][c:2]1[cH:3][cH:4][c:5]([CH2:6][S:7](=[O:8])(=[O:9])[CH:10]=[CH:11][c:20]2[cH:19][cH:18][c:17]([Cl:16])[cH:24][cH:23]2)[cH:14][cH:15]1. Starting materials: BrC=1C=NC=2N(C1)N=C(C2)C(=O)O (6-bromo-pyrazolo[1,5-a]pyrimidine-2-carboxylic acid), C(C)N(C1=C2CCNC(C2=CC=C1)C)CC (Diethyl-(1-methyl-1,2,3,4-tetrahydro-isoquinolin-5-yl)-amine). Product: BrC=1C=NC=2N(C1)N=C(C2)C(=O)N2C(C1=CC=CC(=C1CC2)N(CC)CC)C ((6-Bromo-pyrazolo[1,5-a]pyrimidin-2-yl)-(5-diethylamino-1-methyl-3,4-dihydro-1H-isoquinolin-2-yl)-methanone). As a reaction SMILES: [Br:1][C:2]1[CH:3]=[N:4][C:5]2[N:6]([N:8]=[C:9]([C:11]([OH:13])=O)[CH:10]=2)[CH:7]=1.[CH2:14]([N:16]([CH2:28][CH3:29])[C:17]1[CH:26]=[CH:25][CH:24]=[C:23]2[C:18]=1[CH2:19][CH2:20][NH:21][CH:22]2[CH3:27])[CH3:15]>>[Br:1][C:2]1[CH:3]=[N:4][C:5]2[N:6]([N:8]=[C:9]([C:11]([N:21]3[CH2:20][CH2:19][C:18]4[C:23](=[CH:24][CH:25]=[CH:26][C:17]=4[N:16]([CH2:28][CH3:29])[CH2:14][CH3:15])[CH:22]3[CH3:27])=[O:13])[CH:10]=2)[CH:7]=1. Procedure: In close analogy to the procedure described in Example 1, 6-bromo-pyrazolo[1,5-a]pyrimidine-2-carboxylic acid is reacted with Diethyl-(1-methyl-1,2,3,4-tetrahydro-isoquinolin-5-yl)-amine to provide the title compound in moderate yield. Starting materials: CC(=O)N1CCC(C(=O)O)CC1, CN(C)C=O, O=C1c2ccccc2C(Cl)N1c1ccc2ccc(Cl)nc2n1, C1CCC2=NCCCN2CC1. Yields the product CC(=O)N1CCC(C(=O)OC2c3ccccc3C(=O)N2c2ccc3ccc(Cl)nc3n2)CC1. Reaction SMILES: [C:23]([CH3:24])(=[O:25])[N:26]1[CH2:27][CH2:28][CH:29]([C:32](=[O:33])[OH:34])[CH2:30][CH2:31]1.[CH3:46][N:47]([CH3:48])[CH:49]=[O:50].[Cl:1][CH:2]1[N:3]([c:12]2[n:13][c:14]3[n:15][c:16]([Cl:22])[cH:17][cH:18][c:19]3[cH:20][cH:21]2)[C:4](=[O:11])[c:5]2[cH:6][cH:7][cH:8][cH:9][c:10]21.[N:35]12[CH2:36][CH2:37][CH2:38][N:39]=[C:40]1[CH2:41][CH2:42][CH2:43][CH2:44][CH2:45]2>>[CH:2]1([O:34][C:32]([CH:29]2[CH2:28][CH2:27][N:26]([C:23]([CH3:24])=[O:25])[CH2:31][CH2:30]2)=[O:33])[N:3]([c:12]2[n:13][c:14]3[n:15][c:16]([Cl:22])[cH:17][cH:18][c:19]3[cH:20][cH:21]2)[C:4](=[O:11])[c:5]2[cH:6][cH:7][cH:8][cH:9][c:10]21. Starting materials: CC(=O)c1cccc(Br)c1, O, OCCO, Cc1ccc(S(=O)(=O)O)cc1, c1ccccc1. The product is CC1(c2cccc(Br)c2)OCCO1. RXN SMILES: [Br:1][c:2]1[cH:3][c:4]([C:8](=[O:9])[CH3:10])[cH:5][cH:6][cH:7]1.[OH2:26].[OH:11][CH2:12][CH2:13][OH:14].[c:15]1([CH3:16])[cH:17][cH:18][c:19]([S:20]([OH:21])(=[O:22])=[O:23])[cH:24][cH:25]1.[cH:27]1[cH:28][cH:29][cH:30][cH:31][cH:32]1>>[Br:1][c:2]1[cH:3][c:4]([C:8]2([CH3:10])[O:9][CH2:13][CH2:12][O:11]2)[cH:5][cH:6][cH:7]1. Reactants: C(C)(=O)C=1C(=C2C(=NC1)N(N=C2)CC)Cl (5-Acetyl-4-chloro-1-ethyl-1H-pyrazolo[3,4-b]pyridine), Cl.NO (hydroxylamine hydrochloride), O.C1(=CC=C(C=C1)S(=O)(=O)O)C (p-toluenesulfonic acid monohydrate), O (water). Procedure: 5-Acetyl-4-chloro-1-ethyl-1H-pyrazolo[3,4-b]pyridine (4.60 g) was refluxed for 2 hours in 450 ml of glacial acetic acid containing 15 g of hydroxylamine hydrochloride and 1.0 g of p-toluenesulfonic acid monohydrate. At the end of this time the reaction volume was reduced to ca. 200 ml under reduced pressure and then it was poured into 800 ml of water. The amorphous precipitate was filtered off and purified over 230-400 mesh silica gel (5% ethyl acetate/dichloromethane). The appropriate fractions... Yields the product C(C)N1N=CC2=C1N=CC=1C2=NOC1C (6-Ethyl-3-methyl-6H-isoxazolo[3,4-d]pyrazolo[3,4-b]pyridine). As a reaction SMILES: [C:1]([C:4]1[C:5](Cl)=[C:6]2[CH:12]=[N:11][N:10]([CH2:13][CH3:14])[C:7]2=[N:8][CH:9]=1)(=[O:3])[CH3:2].Cl.[NH2:17]O.O.C1(C)C=CC(S(O)(=O)=O)=CC=1.O>C(O)(=O)C>[CH2:13]([N:10]1[C:7]2[N:8]=[CH:9][C:4]3[C:5](=[N:17][O:3][C:1]=3[CH3:2])[C:6]=2[CH:12]=[N:11]1)[CH3:14] |f:1.2,3.4|. Run in C(C)(=O)O (acetic acid).